Dataset: the Open Reaction Database (ORD), a public repository of structured organic reaction records. Task: describe an organic reaction: reactants, conditions, products, and yield Reactants: O=C([O-])O, CCOC(=O)[O-], CC(=O)O, CCO, CCCCC(C)=O, [H-], [Na+], [Na+], O. Yields the product CCCCC(=O)CC(=O)OCC. RXN SMILES: [C:16](=[O:17])([OH:18])[O-:19].[C:1]([O:2][CH2:3][CH3:4])([O-:5])=[O:6].[CH3:22][C:23](=[O:24])[OH:25].[CH3:26][CH2:27][OH:28].[CH3:9][C:10]([CH2:11][CH2:12][CH2:13][CH3:14])=[O:15].[H-:7].[Na+:20].[Na+:8].[OH2:21]>>[C:1]([O:2][CH2:3][CH3:4])(=[O:6])[CH2:9][C:10]([CH2:11][CH2:12][CH2:13][CH3:14])=[O:15]. Starting materials: C(C)(C)(C)OC(N[C@@H](C)C1=C(C=C(C=C1)C(C)(C)F)F)=O ((S)-tert-butyl(1-(2-fluoro-4-(2-fluoropropan-2-yl)phenyl)ethyl)carbamate), Cl (HCl), O1CCOCC1 (dioxane). Run at time 1 hour. Product: Cl (HCl), FC1=C(C=CC(=C1)C(C)(C)F)[C@H](C)N ((S)-1-(2-fluoro-4-(2-fluoropropan-2-yl)phenyl)ethanamine). The yield is 105.0%. RXN SMILES: C(OC(=O)[NH:7][C@H:8]([C:10]1[CH:15]=[CH:14][C:13]([C:16]([F:19])([CH3:18])[CH3:17])=[CH:12][C:11]=1[F:20])[CH3:9])(C)(C)C.[ClH:22].O1CCOCC1>>[ClH:22].[F:20][C:11]1[CH:12]=[C:13]([C:16]([F:19])([CH3:18])[CH3:17])[CH:14]=[CH:15][C:10]=1[C@@H:8]([NH2:7])[CH3:9]. Procedure details: To a round bottom flask containing (S)-tert-butyl(1-(2-fluoro-4-(2-fluoropropan-2-yl)phenyl)ethyl)carbamate (126 mg, 0.42 mmol) was added HCl in dioxane (2.1 mL, 8.42 mmol). Resulting reaction mixture allowed to stir 1 hr at room temperature. Volatiles were removed. Et2O was then added and the mixture sonnicated briefly. Volatiles were once again removed to a afford an HCl salt of (S)-1-(2-fluoro-4-(2-fluoropropan-2-yl)phenyl)ethanamine (104 mg, 0.44 mmol, 105% yield) as a white solid. 1H NMR (4... RXN SMILES: [C:14]([c:15]1[cH:16][cH:17][cH:18][cH:19][cH:20]1)(=[O:21])[Cl:22].[O:23]1[CH2:24][CH2:25][CH2:26][CH2:27]1.[OH:1][N:2]=[C:3]([C:4](=[O:5])[OH:6])[c:7]1[cH:8][c:9]([OH:13])[cH:10][cH:11][cH:12]1>>[O:1]([N:2]=[C:3]([C:4](=[O:5])[OH:6])[c:7]1[cH:8][c:9]([OH:13])[cH:10][cH:11][cH:12]1)[C:14]([c:15]1[cH:16][cH:17][cH:18][cH:19][cH:20]1)=[O:21]. The reactants are O=C(Cl)c1ccccc1, C1CCOC1, O=C(O)C(=NO)c1cccc(O)c1. Yields the product O=C(O)C(=NOC(=O)c1ccccc1)c1cccc(O)c1. Starting materials: CC#N, O=C(F)c1ccc(C(Cc2ccccc2)(NC(=O)c2ccc(F)c(C(F)(F)F)c2)c2cc(F)cc(OC(F)(F)C(F)F)c2)cc1, N. The product is NC(=O)c1ccc(C(Cc2ccccc2)(NC(=O)c2ccc(F)c(C(F)(F)F)c2)c2cc(F)cc(OC(F)(F)C(F)F)c2)cc1. As a reaction SMILES: [CH3:47][C:48]#[N:49].[F:1][c:2]1[c:3]([C:42]([F:43])([F:44])[F:45])[cH:4][c:5]([C:6](=[O:7])[NH:8][C:9]([CH2:10][c:11]2[cH:12][cH:13][cH:14][cH:15][cH:16]2)([c:17]2[cH:18][c:19]([F:30])[cH:20][c:21]([O:23][C:24]([CH:25]([F:26])[F:27])([F:28])[F:29])[cH:22]2)[c:31]2[cH:32][cH:33][c:34]([C:35](=[O:36])[F:37])[cH:38][cH:39]2)[cH:40][cH:41]1.[NH3:46]>>[F:1][c:2]1[c:3]([C:42]([F:43])([F:44])[F:45])[cH:4][c:5]([C:6](=[O:7])[NH:8][C:9]([CH2:10][c:11]2[cH:12][cH:13][cH:14][cH:15][cH:16]2)([c:17]2[cH:18][c:19]([F:30])[cH:20][c:21]([O:23][C:24]([CH:25]([F:26])[F:27])([F:28])[F:29])[cH:22]2)[c:31]2[cH:32][cH:33][c:34]([C:35](=[O:36])[NH2:46])[cH:38][cH:39]2)[cH:40][cH:41]1.